From a dataset of the Open Reaction Database (ORD), a public repository of structured organic reaction records. describe an organic reaction: reactants, conditions, products, and yield Starting materials: OC1=C(C(=CC2=C1[C@@]1(C(C3=CC=4C(C(=CC(C4C(=C3C([C@@]1([C@@H](C2)O)OC)=O)O)=O)N[C@H]2O[C@H]([C@@H]([C@H]([C@H]2OC)O)OC)C)=O)=O)O)C)C(=O)OC ((6R,6aS,14aR)-methyl 1,6,8,14a-tetrahydroxy-11-((2S,3R,4R,5R,6S)-4-hydroxy-3,5-dimethoxy-6-methyltetrahydro-2H-pyran-2-ylamino)-6a-methoxy-3-methyl-7,9,12,14-tetraoxo-5,6,6a,7,9,12,14,14a-octahydrobenzo[a]tetracene-2-carboxylate), BrN1C(CCC1=O)=O (N-bromosuccinimide), C(C1=CC=CC=C1)(=O)OOC(C1=CC=CC=C1)=O (benzoyl peroxide). Solvent: C(Cl)(Cl)Cl (chloroform), C(Cl)(Cl)Cl (chloroform). Reaction conditions: temperature 75 celsius. Yields the product BrC1=C(C(=C(C2=C1C[C@H]([C@]1(C(C3=C(C=4C(C=C(C(C4C=C3C([C@@]21O)=O)=O)N[C@H]2O[C@H]([C@@H]([C@H]([C@H]2OC)O)OC)C)=O)O)=O)OC)O)O)C(=O)OC)C ((6R,6aS,14aR)-methyl 4-bromo-1,6,8,14a-tetrahydroxy-11-((2S,3R,4R,5R,6S)-4-hydroxy-3,5-dimethoxy-6-methyltetrahydro-2H-pyran-2-ylamino)-6a-methoxy-3-methyl-7,9,12,14-tetraoxo-5,6,6a,7,9,12,14,14a-octahydrobenzo[a]tetracene-2-carboxylate). Yield: 35.8%. Reaction SMILES: [OH:1][C:2]1[C:7]2[C@@:8]3([OH:45])[C@@:21]([O:25][CH3:26])([C@H:22]([OH:24])[CH2:23][C:6]=2[CH:5]=[C:4]([CH3:46])[C:3]=1[C:47]([O:49][CH3:50])=[O:48])[C:20](=[O:27])[C:19]1[C:10](=[CH:11][C:12]2[C:13](=[O:43])[C:14]([NH:30][C@@H:31]4[C@H:36]([O:37][CH3:38])[C@H:35]([OH:39])[C@@H:34]([O:40][CH3:41])[C@H:33]([CH3:42])[O:32]4)=[CH:15][C:16](=[O:29])[C:17]=2[C:18]=1[OH:28])[C:9]3=[O:44].[Br:51]N1C(=O)CCC1=O.C(OOC(=O)C1C=CC=CC=1)(=O)C1C=CC=CC=1>C(Cl)(Cl)Cl>[Br:51][C:5]1[C:6]2[CH2:23][C@@H:22]([OH:24])[C@:21]3([O:25][CH3:26])[C@:8]([OH:45])([C:7]=2[C:2]([OH:1])=[C:3]([C:47]([O:49][CH3:50])=[O:48])[C:4]=1[CH3:46])[C:9](=[O:44])[C:10]1[C:19](=[C:18]([OH:28])[C:17]2[C:16](=[O:29])[CH:15]=[C:14]([NH:30][C@@H:31]4[C@H:36]([O:37][CH3:38])[C@H:35]([OH:39])[C@@H:34]([O:40][CH3:41])[C@H:33]([CH3:42])[O:32]4)[C:13](=[O:43])[C:12]=2[CH:11]=1)[C:20]3=[O:27]. Procedure: To a solution of (6R,6aS,14aR)-methyl 1,6,8,14a-tetrahydroxy-11-((2S,3R,4R,5R,6S)-4-hydroxy-3,5-dimethoxy-6-methyltetrahydro-2H-pyran-2-ylamino)-6a-methoxy-3-methyl-7,9,12,14-tetraoxo-5,6,6a,7,9,12,14,14a-octahydrobenzo[a]tetracene-2-carboxylate (50 mg, 0.072 mmol) in chloroform (1 mL) was added N-bromosuccinimide (13 mg, 0.072 mmol) followed by benzoyl peroxide (1-2 mg). The reaction mixture was refluxed at 75° C. for 1 h. After cooled to room temperature, the reaction mixture was diluted with ... The reactants are O1CCN(CC1)C1=C(C=C(C=C1)C(F)(F)F)N=C=S (2-morpholino-5-trifluoromethylphenyl isothiocyanate), N (ammonia). The solvent is C(C)O (ethanol). Product: O1CCN(CC1)C1=C(C=C(C=C1)C(F)(F)F)NC(=S)N (1-(2-morpholino-5-trifluoromethylphenyl)thiourea). As a reaction SMILES: [O:1]1[CH2:6][CH2:5][N:4]([C:7]2[CH:12]=[CH:11][C:10]([C:13]([F:16])([F:15])[F:14])=[CH:9][C:8]=2[N:17]=[C:18]=[S:19])[CH2:3][CH2:2]1.[NH3:20]>C(O)C>[O:1]1[CH2:2][CH2:3][N:4]([C:7]2[CH:12]=[CH:11][C:10]([C:13]([F:16])([F:15])[F:14])=[CH:9][C:8]=2[NH:17][C:18]([NH2:20])=[S:19])[CH2:5][CH2:6]1. Reported procedure: Reaction of 2-morpholino-5-trifluoromethylphenyl isothiocyanate (12 g) in ethanol (20 ml) with 33% ethanolic ammonia solution (50 ml) at room temperature for 2 hours gave 1-(2-morpholino-5-trifluoromethylphenyl)thiourea (m.p. 196°-197° C.). Starting materials: C(C1=CC=CC=C1)OC1=C2C(=NC=3C=CC=CC13)O[C@@H]1C[C@H](N(C([C@@H](NC(O[C@H]3[C@H](CC/C=C/C2)CCC3)=O)C(C)(C)C)=O)C1)C(=O)OC (methyl (3aR,7S,10S,12R,21E,24aS)-19-(benzyloxy)-7-tert-butyl-5,8-dioxo-1,2,3,3a,5,6,7,8,11,12,20,23,24,24a-tetradecahydro-10H-9,12-methanocyclopenta[18,19][1,10,3,6]dioxadiazacyclononadecino[11,12-b]quinoline-10-carboxylate), intermediates B6. Reagents/catalysts: [Pd] (Pd/C). Run in C1CCOC1 (THF), CO (methanol). Conditions: time 18 hour. Yields the product C(C)(C)(C)[C@@H]1NC(O[C@H]2[C@H](CCCCCC=3C(=NC=4C=CC=CC4C3O)O[C@@H]3C[C@H](N(C1=O)C3)C(=O)OC)CCC2)=O (methyl (3aR,7S,10S,12R,24aR)-7-tert-butyl-19-hydroxy-5,8-dioxo-1,2,3,3a,5,6,7,8,11,12,20,21,22,23,24,24a-hexadecahydro-10H-9,12-methanocyclopenta[18,19][1,10,3,6]dioxadiazacyclononadecino[11,12-b]quinoline-10-carboxylate). Yield: 87.4%. As a reaction SMILES: C([O:8][C:9]1[C:18]2[CH:17]=[CH:16][CH:15]=[CH:14][C:13]=2[N:12]=[C:11]2[O:19][C@H:20]3[CH2:45][N:23]([C:24](=[O:44])[C@H:25]([C:40]([CH3:43])([CH3:42])[CH3:41])[NH:26][C:27](=[O:39])[O:28][C@@H:29]4[CH2:38][CH2:37][CH2:36][C@H:30]4[CH2:31][CH2:32][CH:33]=[CH:34][CH2:35][C:10]=12)[C@H:22]([C:46]([O:48][CH3:49])=[O:47])[CH2:21]3)C1C=CC=CC=1>C1COCC1.CO.[Pd]>[C:40]([C@H:25]1[C:24](=[O:44])[N:23]2[CH2:45][C@@H:20]([CH2:21][C@H:22]2[C:46]([O:48][CH3:49])=[O:47])[O:19][C:11]2=[N:12][C:13]3[CH:14]=[CH:15][CH:16]=[CH:17][C:18]=3[C:9]([OH:8])=[C:10]2[CH2:35][CH2:34][CH2:33][CH2:32][CH2:31][C@@H:30]2[CH2:36][CH2:37][CH2:38][C@H:29]2[O:28][C:27](=[O:39])[NH:26]1)([CH3:43])([CH3:41])[CH3:42]. Reported procedure: To a solution of methyl (3aR,7S,10S,12R,21E,24aS)-19-(benzyloxy)-7-tert-butyl-5,8-dioxo-1,2,3,3a,5,6,7,8,11,12,20,23,24,24a-tetradecahydro-10H-9,12-methanocyclopenta[18,19][1,10,3,6]dioxadiazacyclononadecino[11,12-b]quinoline-10-carboxylate (synthesized as in Example 1 with intermediates B6 and C3) (1.16 g) in THF (8.7 ml) and methanol (8.7 mL) was added 10% Pd/C (92 mg) and the mixture was stirred for 18 hours under hydrogen atmosphere. The atmosphere was changed to nitrogen and the reaction wa... The product is C1(=CC=CC=C1)S(=O)[C@H]1[C@H](OC(C(C)(C)C)=O)[C@@H](OC(C(C)(C)C)=O)[C@@H](OC(C(C)(C)C)=O)[C@H](O1)COC(C(C)(C)C)=O (1-deoxy-1-(phenylsulfinyl)-2,3,4,6-tetra-O-pivaloyl-β-D-galactopyranose). Procedure details: To a solution of thioglycoside 40 (0.62 g, 1.0 mmol) in 20 mL of CH2Cl2 at -78° C. is added 67% m-CPBA (0.26 g, 1.0 mmol). The reaction mixture is stirred at -78° C. for 2 h and then allowed to slowly warm up to room temperature. Saturated NaHCO3 is added until the solution is basic. The reaction mixture is diluted with 100 mL of CH2Cl2 and washed with H2O (100 mL), saturated NaCl (100 mL), dried over Na2SO4, filtered, concentrated and purified by flash chromatography (15% EtOAc/hexane) to give ... The yield is 94.4%. RXN SMILES: [C:1]1([S:7][C@@H:8]2[O:34][C@H:33]([CH2:35][O:36][C:37](=[O:42])[C:38]([CH3:41])([CH3:40])[CH3:39])[C@H:25]([O:26][C:27](=[O:32])[C:28]([CH3:31])([CH3:30])[CH3:29])[C@H:17]([O:18][C:19](=[O:24])[C:20]([CH3:23])([CH3:22])[CH3:21])[C@H:9]2[O:10][C:11](=[O:16])[C:12]([CH3:15])([CH3:14])[CH3:13])[CH:6]=[CH:5][CH:4]=[CH:3][CH:2]=1.C1C=C(Cl)C=C(C(OO)=[O:51])C=1.C([O-])(O)=O.[Na+]>C(Cl)Cl>[C:1]1([S:7]([C@@H:8]2[O:34][C@H:33]([CH2:35][O:36][C:37](=[O:42])[C:38]([CH3:41])([CH3:40])[CH3:39])[C@H:25]([O:26][C:27](=[O:32])[C:28]([CH3:29])([CH3:30])[CH3:31])[C@H:17]([O:18][C:19](=[O:24])[C:20]([CH3:23])([CH3:21])[CH3:22])[C@H:9]2[O:10][C:11](=[O:16])[C:12]([CH3:13])([CH3:14])[CH3:15])=[O:51])[CH:6]=[CH:5][CH:4]=[CH:3][CH:2]=1 |f:2.3|. Solvent: C(Cl)Cl (CH2Cl2), C(Cl)Cl (CH2Cl2). Reaction conditions: temperature -78 celsius, time 2 hour. The reactants are C1(=CC=CC=C1)S[C@H]1[C@H](OC(C(C)(C)C)=O)[C@@H](OC(C(C)(C)C)=O)[C@@H](OC(C(C)(C)C)=O)[C@H](O1)COC(C(C)(C)C)=O (1-deoxy-1-(phenylthio)-2,3,4,6-tetra-O-pivaloyl-β-D-galactopyranose), C1=CC(=CC(=C1)Cl)C(=O)OO (m-CPBA), C(=O)(O)[O-].[Na+] (NaHCO3).